This data is from the Open Reaction Database (ORD), a public repository of structured organic reaction records. The task is: describe an organic reaction: reactants, conditions, products, and yield Starting materials: ClC=1C(=C(C=CC1)C(C1=CN=CN1)C1=CC=CC=C1)F (5-[(3-Chloro-2-fluoro-phenyl)-phenyl-methyl]-1H-imidazole), ClC=1C(=C(C=CC1)C(C1=CN=CN1)C1=CC=CC=C1)C (5-[(3-Chloro-2-methyl-phenyl)-phenyl-m ethyl]-1H-imidazole). Product: FC=1C=C(C=CC1)C(C1=CN=CN1)C1=CC=CC=C1 (5-[(3-Fluoro-phenyl)-phenyl-methyl]-1H-imidazole). RXN SMILES: ClC1C([F:20])=C(C(C2C=CC=CC=2)C2NC=NC=2)C=CC=1.Cl[C:22]1[C:23](C)=[C:24]([CH:28]([C:34]2[CH:39]=[CH:38][CH:37]=[CH:36][CH:35]=2)[C:29]2[NH:33][CH:32]=[N:31][CH:30]=2)[CH:25]=[CH:26][CH:27]=1>>[F:20][C:22]1[CH:23]=[C:24]([CH:28]([C:34]2[CH:39]=[CH:38][CH:37]=[CH:36][CH:35]=2)[C:29]2[NH:33][CH:32]=[N:31][CH:30]=2)[CH:25]=[CH:26][CH:27]=1. Reported procedure: 1H NMR (CD3OD, 300 MHz) 7.61 (s, 1H), 6.8-7.38 (m, 10H), 6.51 (s, 1H), 5.42 (s, 1H). 5-[(3-Chloro-2-fluoro-phenyl)-phenyl-methyl]-1H-imidazole: 1HNMR (CD3OD, 300 MHz) 7.61 (s, 1H), 6.95-7.38 (m, 9H), 6.51 (s, 1H), 5.71 (s, 1H). 5-[(3-Chloro-2-methyl-phenyl)-phenyl-m ethyl]-1H-imidazole: 1HNMR (CD3OD, 300 MHz) δ 7.96 (s, 1H), 7.01-7.96 (m, 9H), 6.40 (s, 1H), 5.92 (s, 1H), 2.06 (s, 3H).